From a dataset of the Open Reaction Database (ORD), a public repository of structured organic reaction records. describe an organic reaction: reactants, conditions, products, and yield Reactants: FC1=C(C=C(C=C1)F)C1=CC(N(C1)C(=O)N(C)C)(C1=CC=CC=C1)CCC(=O)OC (methyl 3-{4-(2,5-difluorophenyl)-1-[(dimethylamino)carbonyl]-2-phenyl-2,5-dihydro-1H-pyrrol-2-yl}propanoate), [OH-].[Na+] (NaOH). Solvent: C1CCOC1.CO.O (THF MeOH H2O). Reaction conditions: time 8 hour. The product is FC1=C(C=C(C=C1)F)C1=CC(N(C1)C(=O)N(C)C)(C1=CC=CC=C1)CCC(=O)O (3-{4-(2,5-difluorophenyl)-1-[(dimethylamino)carbonyl]-2-phenyl-2,5-dihydro-1H-pyrrol-2-yl}propanoic acid). As a reaction SMILES: [F:1][C:2]1[CH:7]=[CH:6][C:5]([F:8])=[CH:4][C:3]=1[C:9]1[CH2:13][N:12]([C:14]([N:16]([CH3:18])[CH3:17])=[O:15])[C:11]([CH2:25][CH2:26][C:27]([O:29]C)=[O:28])([C:19]2[CH:24]=[CH:23][CH:22]=[CH:21][CH:20]=2)[CH:10]=1.[OH-].[Na+]>C1COCC1.CO.O>[F:1][C:2]1[CH:7]=[CH:6][C:5]([F:8])=[CH:4][C:3]=1[C:9]1[CH2:13][N:12]([C:14]([N:16]([CH3:17])[CH3:18])=[O:15])[C:11]([CH2:25][CH2:26][C:27]([OH:29])=[O:28])([C:19]2[CH:24]=[CH:23][CH:22]=[CH:21][CH:20]=2)[CH:10]=1 |f:1.2,3.4.5|. Procedure details: To 350 mg (0.85 mmol) of ester 19-1 in a 1:1:1 mixture of THF/MeOH/H2O was added 170 mg (4.25 mmol) of NaOH. After stirring overnight at room temperature, the reaction was quenched with 1M HCl and then extracted three times with EtOAc. The combined organic phase was washed with brine, dried over MgSO4, and concentrated to provide 24-1 as a white solid. Data for 24-1: 1HNMR (500 MHz, d6-DMSO) δ 12.0 (s, 1H), 7.5-7.1 (m, 8H), 6.2 (s, 1H), 4.95 (m, 1H), 4.7 (m, 1H), 3.0 (m, 1H), 2.75 (s, 6H), 2.45 ... Solvent: CN(C)C=O (DMF). Yields the product ClC=1C=NC=C(C1CC1=NN=C(C2=CC(=CC=C12)OC)OC1=CC=CC=C1)Cl (1-(3,5-Dichloro-pyridin-4-ylmethyl)-6-methoxy-4-phenoxy-phthalazine). Starting materials: C1(=CC=CC=C1)O (phenol), [H-].[Na+] (NaH), ClC1=NN=C(C2=CC=C(C=C12)OC)CC1=C(C=NC=C1Cl)Cl (4-chloro-1-(3,5-dichloro-pyridin-4-ylmethyl)-6-methoxy-phthalazine). RXN SMILES: [C:1]1([OH:7])[CH:6]=[CH:5][CH:4]=[CH:3][CH:2]=1.[H-].[Na+].Cl[C:11]1[C:20]2[C:15](=[CH:16][CH:17]=[C:18]([O:21][CH3:22])[CH:19]=2)[C:14]([CH2:23][C:24]2[C:29]([Cl:30])=[CH:28][N:27]=[CH:26][C:25]=2[Cl:31])=[N:13][N:12]=1>CN(C=O)C>[Cl:31][C:25]1[CH:26]=[N:27][CH:28]=[C:29]([Cl:30])[C:24]=1[CH2:23][C:14]1[C:15]2[C:20](=[CH:19][C:18]([O:21][CH3:22])=[CH:17][CH:16]=2)[C:11]([O:7][C:1]2[CH:6]=[CH:5][CH:4]=[CH:3][CH:2]=2)=[N:12][N:13]=1 |f:1.2|. The yield is 43.0%. Procedure: A suspension of DMF (15 ml), phenol (0.53 g, 5.64 mmoles) and NaH (4.23 mmoles) was stirred under dry N2 at room temperature. After 15 minutes 4-chloro-1-(3,5-dichloro-pyridin-4-ylmethyl)-6-methoxy-phthalazine (0.5 g, 1.41 mmoles), prepared as described in example 45, was dropped and the temperature brought to 100° C. After 20 hours the mixture was partitioned between water and CH2Cl2. The organic phase was washed with water, anhydrified and concentrated to give a residue which was triturated in... Starting materials: C(C)(=O)OCC (ethyl acetate), [Cl-].[NH4+] (ammonium chloride), CC(=CC=O)CCCC(CCCC(CCCC(C)C)C)C (3,7,11,15-tetramethyl-2-hexadecenal), [H-].[Al+3].[Li+].[H-].[H-].[H-] (Lithium aluminium hydride). The solvent is O (water), C(C)OCC (ethyl ether), CCOCC (ether). Reaction conditions: time 10 minute. Yields the product CC(=CCO)CCCC(CCCC(CCCC(C)C)C)C (3,7,11,15-tetramethyl-2-hexadecenol), CC(C)CCC[C@@H](C)CCC[C@@H](C)CCC\C(\C)=C\CO (phytol). As a reaction SMILES: [H-].[Al+3].[Li+].[H-].[H-].[H-].[CH3:7][C:8]([CH2:12][CH2:13][CH2:14][CH:15]([CH3:27])[CH2:16][CH2:17][CH2:18][CH:19]([CH3:26])[CH2:20][CH2:21][CH2:22][CH:23]([CH3:25])[CH3:24])=[CH:9][CH:10]=[O:11].C(OCC)(=O)C.[Cl-].[NH4+]>C(OCC)C.O>[CH3:7][C:8]([CH2:12][CH2:13][CH2:14][CH:15]([CH3:27])[CH2:16][CH2:17][CH2:18][CH:19]([CH3:26])[CH2:20][CH2:21][CH2:22][CH:23]([CH3:25])[CH3:24])=[CH:9][CH2:10][OH:11].[CH3:25][CH:23]([CH2:22][CH2:21][CH2:20][C@H:19]([CH2:18][CH2:17][CH2:16][C@H:15]([CH2:14][CH2:13][CH2:12]/[C:8](=[CH:9]/[CH2:10][OH:11])/[CH3:7])[CH3:27])[CH3:26])[CH3:24] |f:0.1.2.3.4.5,8.9|. Procedure: Lithium aluminium hydride (0.15 g, 1 mmol) is introduced over 5 minutes into a round-bottomed flask containing anhydrous ether (50 cc) at 0° C. The mixture is stirred for 10 minutes and 3,7,11,15-tetramethyl-2-hexadecenal (0.3 g, 1 mmol) is then added in solution in anhydrous ethyl ether (5 cc). The mixture is stirred for 1 hour at 0° C. and ethyl acetate (3 cc) and water (7 cc) saturated with ammonium chloride are then added. The mixture is stirred for 15 minutes and is then extracted with ethy... The reactants are COC(Cl)Cl, [Cl-], [Cl-], [Cl-], [Cl-], ClCCl, CC(C)c1cc(O)c2c(c1)OC1(CCC1)CC2=O, [Ti+4]. The product is CC(C)c1cc2c(c(O)c1C=O)C(=O)CC1(CCC1)O2. As a reaction SMILES: [CH3:19][O:20][CH:21]([Cl:22])[Cl:23].[Cl-:24].[Cl-:26].[Cl-:27].[Cl-:28].[Cl:29][CH2:30][Cl:31].[OH:1][c:2]1[c:3]2[c:8]([cH:9][c:10]([CH:12]([CH3:13])[CH3:14])[cH:11]1)[O:7][C:6]1([CH2:5][C:4]2=[O:18])[CH2:15][CH2:16][CH2:17]1.[Ti+4:25]>>[OH:1][c:2]1[c:3]2[c:8]([cH:9][c:10]([CH:12]([CH3:13])[CH3:14])[c:11]1[CH:19]=[O:20])[O:7][C:6]1([CH2:5][C:4]2=[O:18])[CH2:15][CH2:16][CH2:17]1. Reactants: CO, CCOC(C)=O, CCCc1c(O)cc2oc3cc(Cl)cn3c(=O)c2c1O, [K+], [OH-]. Product: CCCc1c(O)cc2oc3cccn3c(=O)c2c1O. Reaction SMILES: [CH3:23][OH:24].[CH3:25][CH2:26][O:27][C:28](=[O:29])[CH3:30].[Cl:1][c:2]1[cH:3][c:4]2[o:5][c:6]3[c:7]([c:8](=[O:11])[n:9]2[cH:10]1)[c:12]([OH:20])[c:13]([CH2:17][CH2:18][CH3:19])[c:14]([OH:16])[cH:15]3.[K+:22].[OH-:21]>>[cH:2]1[cH:3][c:4]2[o:5][c:6]3[c:7]([c:8](=[O:11])[n:9]2[cH:10]1)[c:12]([OH:20])[c:13]([CH2:17][CH2:18][CH3:19])[c:14]([OH:16])[cH:15]3. The reactants are C1(=CC=CC=C1)CC#N (phenylacetonitrile), C(C)Br (ethyl bromide). Yields the product C1(=CC=CC=C1)C(C#N)CC ((±)-2-Phenylbutyronitrile). Isolated yield 98.0%. Reaction SMILES: [C:1]1([CH2:7][C:8]#[N:9])[CH:6]=[CH:5][CH:4]=[CH:3][CH:2]=1.[CH2:10](Br)[CH3:11]>>[C:1]1([CH:7]([CH2:10][CH3:11])[C:8]#[N:9])[CH:6]=[CH:5][CH:4]=[CH:3][CH:2]=1. Reported procedure: Using the method of Procedure A.(a) 1, alkylation of phenylacetonitrile with ethyl bromide gave a 98% yield of the title compound, b.p. 110°-116° at 13 mm. (Lit.1 b.p. 124°-126° at 25 mm.). Reactants: CC(C)(C)OC(=O)N1CCC(N)C1, CCCOc1ccc2c(c1-c1ncnc3c(C(=O)O)c[nH]c13)OCO2. Yields the product CCCOc1ccc2c(c1-c1ncnc3c(C(=O)NC4CCN(C(=O)OC(C)(C)C)C4)c[nH]c13)OCO2. RXN SMILES: [C:26]([CH3:27])([CH3:28])([CH3:29])[O:30][C:31](=[O:32])[N:33]1[CH2:34][CH:35]([NH2:38])[CH2:36][CH2:37]1.[CH2:1]([CH2:2][CH3:3])[O:4][c:5]1[c:6](-[c:14]2[c:15]3[c:16]([n:17][cH:18][n:19]2)[c:20]([C:23](=[O:24])[OH:25])[cH:21][nH:22]3)[c:7]2[c:8]([cH:12][cH:13]1)[O:9][CH2:10][O:11]2>>[CH2:1]([CH2:2][CH3:3])[O:4][c:5]1[c:6](-[c:14]2[c:15]3[c:16]([n:17][cH:18][n:19]2)[c:20]([C:23](=[O:24])[NH:38][CH:35]2[CH2:34][N:33]([C:31]([O:30][C:26]([CH3:27])([CH3:28])[CH3:29])=[O:32])[CH2:37][CH2:36]2)[cH:21][nH:22]3)[c:7]2[c:8]([cH:12][cH:13]1)[O:9][CH2:10][O:11]2. The reactants are C(C)(C)(C)OC(=O)N[C@@H](CC1=CNC2=CC=CC=C12)C(=O)N[C@@H](CCSC)C(=O)N[C@@H](CC(O)=O)C(=O)NC(CCCC)C(=O)N (N-t-butoxycarbonyl-L-tryptophanyl-L-methionyl-L-aspartyl-DL-norleucine amide), FC(C(=O)O)(F)F (trifluoroacetic acid). Solvent: O1CCOCC1 (dioxane). Yields the product FC(C(=O)O)(F)F.N[C@@H](CC1=CNC2=CC=CC=C12)C(=O)N[C@@H](CCSC)C(=O)N[C@@H](CC(O)=O)C(=O)NC(CCCC)C(=O)N (L-tryptophanyl-L-methionyl-L-aspartyl-DL-norleucine amide trifluoroacetate). RXN SMILES: C(OC([NH:8][C@H:9]([C:20]([NH:22][C@H:23]([C:28]([NH:30][C@H:31]([C:36]([NH:38][CH:39]([C:44]([NH2:46])=[O:45])[CH2:40][CH2:41][CH2:42][CH3:43])=[O:37])[CH2:32][C:33](=[O:35])[OH:34])=[O:29])[CH2:24][CH2:25][S:26][CH3:27])=[O:21])[CH2:10][C:11]1[C:19]2[C:14](=[CH:15][CH:16]=[CH:17][CH:18]=2)[NH:13][CH:12]=1)=O)(C)(C)C.[F:47][C:48]([F:53])([F:52])[C:49]([OH:51])=[O:50]>O1CCOCC1>[F:47][C:48]([F:53])([F:52])[C:49]([OH:51])=[O:50].[NH2:8][C@H:9]([C:20]([NH:22][C@H:23]([C:28]([NH:30][C@H:31]([C:36]([NH:38][CH:39]([C:44]([NH2:46])=[O:45])[CH2:40][CH2:41][CH2:42][CH3:43])=[O:37])[CH2:32][C:33](=[O:34])[OH:35])=[O:29])[CH2:24][CH2:25][S:26][CH3:27])=[O:21])[CH2:10][C:11]1[C:19]2[C:14](=[CH:15][CH:16]=[CH:17][CH:18]=2)[NH:13][CH:12]=1 |f:3.4|. Procedure: the reaction of N-t-butoxycarbonyl-L-tryptophanyl-L-methionyl-L-aspartyl-DL-norleucine amide according to the procedure of Example 7 using trifluoroacetic acid instead of hydrochloric acid in dioxane affords L-tryptophanyl-L-methionyl-L-aspartyl-DL-norleucine amide trifluoroacetate. This compound is represented by the following formula. The reactants are NC1=CC=C(OC2=CC(=NC=C2)NC(CCC)=O)C=C1 (4-(4-aminophenoxy)-2-butyrylaminopyridine), [H-].[Li+].[Al+3].[H-].[H-].[H-] (aluminum lithium hydride), O (Water). Run in O1CCCC1 (tetrahydrofuran). Yields the product NC1=CC=C(OC2=CC(=NC=C2)NCCCC)C=C1 (4-(4-Aminophenoxy)-2-butylaminopyridine). RXN SMILES: [NH2:1][C:2]1[CH:20]=[CH:19][C:5]([O:6][C:7]2[CH:12]=[CH:11][N:10]=[C:9]([NH:13][C:14](=O)[CH2:15][CH2:16][CH3:17])[CH:8]=2)=[CH:4][CH:3]=1.[H-].[Li+].[Al+3].[H-].[H-].[H-].O>O1CCCC1>[NH2:1][C:2]1[CH:20]=[CH:19][C:5]([O:6][C:7]2[CH:12]=[CH:11][N:10]=[C:9]([NH:13][CH2:14][CH2:15][CH2:16][CH3:17])[CH:8]=2)=[CH:4][CH:3]=1 |f:1.2.3.4.5.6|. Procedure details: After dissolving 80 mg of 4-(4-aminophenoxy)-2-butyrylaminopyridine in 8 ml of tetrahydrofuran, 67 mg of aluminum lithium hydride was added while stirring at room temperature, and the mixture was stirred at 70° C. for 10 minutes. Water was added, extraction was performed with ethyl acetate, and then silica gel was added to the extract and the solvent was distilled off under reduced pressure. The silica gel was charged into a dry column packed with silica gel and purified by column chromatography... The reactants are FC1=CC=C(C=C1)NN (4-Fluorophenylhydrazine), C(C)OC=C(C(=O)OCC)C(=O)C (ethyl 2-ethoxymethyleneacetoacetate). The solvent is C(C)O (ethanol). Product: FC1=CC=C(C=C1)N1N=CC(=C1C)C(=O)OCC (ethyl 1-(4-fluorophenyl)-5-methylpyrazole-4-carboxylate). Yield: 58.0%. Reaction SMILES: [F:1][C:2]1[CH:7]=[CH:6][C:5]([NH:8][NH2:9])=[CH:4][CH:3]=1.C(O[CH:13]=[C:14]([C:20]([CH3:22])=O)[C:15]([O:17][CH2:18][CH3:19])=[O:16])C>C(O)C>[F:1][C:2]1[CH:7]=[CH:6][C:5]([N:8]2[C:20]([CH3:22])=[C:14]([C:15]([O:17][CH2:18][CH3:19])=[O:16])[CH:13]=[N:9]2)=[CH:4][CH:3]=1. Procedure details: 4-Fluorophenylhydrazine (15.5 g) and ethyl 2-ethoxymethyleneacetoacetate (22.9 g) synthesized according to the method described in J. Chem. Soc. Perkin trans. I, p. 1875, 1988 were stirred in ethanol (200 ml) at a refluxing temperature for 2 h. After the evaporation of the solvent, the residue was recrystallized from a mixed solvent of ethyl acetate-n-hexane to give ethyl 1-(4-fluorophenyl)-5-methylpyrazole-4-carboxylate (17.7 g), melting point: 48–49° C.